From a dataset of the Open Reaction Database (ORD), a public repository of structured organic reaction records. describe an organic reaction: reactants, conditions, products, and yield Starting materials: CCOC(=O)C(C)(C)Br, O=Cc1cc(Cl)ccc1O, [K+], [K+], O=C([O-])[O-], CN(C)C=O. Yields the product CCOC(=O)C(C)(C)Oc1ccc(Cl)cc1C=O. As a reaction SMILES: [CH2:11]([CH3:12])[O:13][C:14]([C:15]([CH3:16])([CH3:17])[Br:18])=[O:19].[Cl:1][c:2]1[cH:3][cH:4][c:5]([OH:10])[c:6]([CH:7]=[O:8])[cH:9]1.[K+:20].[K+:21].[O-:22][C:23]([O-:24])=[O:25].[O:26]=[CH:27][N:28]([CH3:29])[CH3:30]>>[Cl:1][c:2]1[cH:3][cH:4][c:5]([O:10][C:15]([C:14]([O:13][CH2:11][CH3:12])=[O:19])([CH3:16])[CH3:17])[c:6]([CH:7]=[O:8])[cH:9]1. Starting materials: O=C(O)C(F)(F)F, CC(C)(C)OC(=O)CNC(=O)C1=C(O)C(C)(C)c2cc(C=Cc3ccccc3)ccc2C1=O. The product is CC1(C)C(O)=C(C(=O)NCC(=O)O)C(=O)c2ccc(C=Cc3ccccc3)cc21. RXN SMILES: [F:34][C:35]([F:36])([F:37])[C:38]([OH:39])=[O:40].[OH:1][C:2]1=[C:11]([C:12](=[O:13])[NH:14][CH2:15][C:16](=[O:17])[O:18][C:19]([CH3:20])([CH3:21])[CH3:22])[C:10](=[O:23])[c:9]2[c:4]([cH:5][c:6]([CH:24]=[CH:25][c:26]3[cH:27][cH:28][cH:29][cH:30][cH:31]3)[cH:7][cH:8]2)[C:3]1([CH3:32])[CH3:33]>>[OH:1][C:2]1=[C:11]([C:12](=[O:13])[NH:14][CH2:15][C:16](=[O:17])[OH:18])[C:10](=[O:23])[c:9]2[c:4]([cH:5][c:6]([CH:24]=[CH:25][c:26]3[cH:27][cH:28][cH:29][cH:30][cH:31]3)[cH:7][cH:8]2)[C:3]1([CH3:32])[CH3:33]. Starting materials: N#Cc1c(N)cccc1F, OC1CCOCC1. Yields the product N#Cc1c(N)cccc1OC1CCOCC1. RXN SMILES: [NH2:8][c:9]1[c:10]([C:11]#[N:12])[c:13]([F:17])[cH:14][cH:15][cH:16]1.[O:1]1[CH2:2][CH2:3][CH:4]([OH:7])[CH2:5][CH2:6]1>>[O:1]1[CH2:2][CH2:3][CH:4]([O:7][c:13]2[c:10]([C:11]#[N:12])[c:9]([NH2:8])[cH:16][cH:15][cH:14]2)[CH2:5][CH2:6]1. The reactants are N1=C(C=CC=C1)C=O (2-pyridine carboxaldehyde), C(C)[Mg]Br (ethyl magnesium bromide), CCOCC (ether). Solvent: C1CCOC1 (THF). Reaction conditions: temperature 0 celsius, time 30 minute. Product: N1=C(C=CC=C1)C(CC)O ((±)-1-Pyridin-2-yl-propan-1-ol). The yield is 66.0%. As a reaction SMILES: [N:1]1[CH:6]=[CH:5][CH:4]=[CH:3][C:2]=1[CH:7]=[O:8].[CH2:9]([Mg]Br)[CH3:10].CCOCC>C1COCC1>[N:1]1[CH:6]=[CH:5][CH:4]=[CH:3][C:2]=1[CH:7]([OH:8])[CH2:9][CH3:10]. Reported procedure: To a stirred solution of 2-pyridine carboxaldehyde (4.0 g, 37.34 mmol) in THF (50 mL) at 0° C., add 3M ethyl magnesium bromide in ether (18.7 mL, 56.0 mmol), continue stirring for 30 min at 0° C. and then at ambient temperature for 2 h. Add water (200 mL), extract three times with EtOAc, dry over anhydrous Na2SO4, filter through a short pad of silica gel and concentrate in vacuo to give the desired intermediate as a yellow oil (3.39 g, 66%). The reactants are COC(=O)C=1C(=NOC1C)C1=CC=C(C=C1)OC(F)(F)F (methyl-5-methyl-3-(4-(trifluoromethoxy)phenyl)isoxazol-4-carboxylate), [OH-].[Na+] (sodium hydroxide). Solvent: CO (methanol). Yields the product CC1=C(C(=NO1)C1=CC=C(C=C1)OC(F)(F)F)C(=O)O (5-methyl-3-(4-(trifluoromethoxy)phenyl)isoxazol-4-carboxylic acid). Yield: 97.0%. RXN SMILES: C[O:2][C:3]([C:5]1[C:6]([C:11]2[CH:16]=[CH:15][C:14]([O:17][C:18]([F:21])([F:20])[F:19])=[CH:13][CH:12]=2)=[N:7][O:8][C:9]=1[CH3:10])=[O:4].[OH-].[Na+]>CO>[CH3:10][C:9]1[O:8][N:7]=[C:6]([C:11]2[CH:16]=[CH:15][C:14]([O:17][C:18]([F:21])([F:19])[F:20])=[CH:13][CH:12]=2)[C:5]=1[C:3]([OH:4])=[O:2] |f:1.2|. Procedure: In a similar manner as described in Preparation Example 25, by using methanol (60 mL), methyl-5-methyl-3-(4-(trifluoromethoxy)phenyl)isoxazol-4-carboxylate (6.0 g, 19.91 mmol) and 3% sodium hydroxide aqueous solution (60 mL), a white solid required compound (5.55 g, 19.32 mmol, 97%) was obtained. Starting materials: C(C)(C)N(C(C)C)CC1=CC=C(C(=O)N2CCN(CC2)S(=O)(=O)C2=CC3=CC=C(C=C3C=C2)NC(=O)OCC(Cl)(Cl)Cl)C=C1 (1-(4-diisopropylaminomethylbenzoyl)-4-[6-(2,2, 2-trichloroethoxycarbonylamino)naphthalene-2-sulfonyl]piperazine). Reagents/catalysts: [Zn] (zinc). Run in C(C)(=O)O (acetic acid). Conditions: time 3 hour. Yields the product NC=1C=C2C=CC(=CC2=CC1)S(=O)(=O)N1CCN(CC1)C(C1=CC=C(C=C1)CN(C(C)C)C(C)C)=O (1-(6-Aminonaphthalene -2-sulfonyl)-4-(4-diisopropylaminomethylbenzoyl)piperazine). Yield: 99.0%. Reaction SMILES: [CH:1]([N:4]([CH2:8][C:9]1[CH:44]=[CH:43][C:12]([C:13]([N:15]2[CH2:20][CH2:19][N:18]([S:21]([C:24]3[CH:33]=[CH:32][C:31]4[C:26](=[CH:27][CH:28]=[C:29]([NH:34]C(OCC(Cl)(Cl)Cl)=O)[CH:30]=4)[CH:25]=3)(=[O:23])=[O:22])[CH2:17][CH2:16]2)=[O:14])=[CH:11][CH:10]=1)[CH:5]([CH3:7])[CH3:6])([CH3:3])[CH3:2]>C(O)(=O)C.[Zn]>[NH2:34][C:29]1[CH:30]=[C:31]2[C:26](=[CH:27][CH:28]=1)[CH:25]=[C:24]([S:21]([N:18]1[CH2:17][CH2:16][N:15]([C:13](=[O:14])[C:12]3[CH:43]=[CH:44][C:9]([CH2:8][N:4]([CH:5]([CH3:7])[CH3:6])[CH:1]([CH3:2])[CH3:3])=[CH:10][CH:11]=3)[CH2:20][CH2:19]1)(=[O:22])=[O:23])[CH:33]=[CH:32]2. Procedure: To a solution of 1-(4-diisopropylaminomethylbenzoyl)-4-[6-(2,2, 2-trichloroethoxycarbonylamino)naphthalene-2-sulfonyl]piperazine (125 mg) in acetic acid (3 ml) was added zinc dust (1.0 g), and the solution was stirred at room temperature for 3 hours. Insoluble materials were filtered off, and the filtrate was concentrated. The residue was dissolved in 1 N hydrochloric acid and the solution was made alkaline with 1 N sodium hydroxide solution. The precipitate was filtered, washed with water and d... Starting materials: CC(C)(C)OC(=O)N1CC(C#N)C1, C1CCOC1, [Li]CCCC, CC(C)NC(C)C, CI. Product: CC1(C#N)CN(C(=O)OC(C)(C)C)C1. As a reaction SMILES: [C:13](#[N:14])[CH:15]1[CH2:16][N:17]([C:19](=[O:20])[O:21][C:22]([CH3:23])([CH3:24])[CH3:25])[CH2:18]1.[CH2:28]1[O:29][CH2:30][CH2:31][CH2:32]1.[CH3:8][CH2:9][CH2:10][CH2:11][Li:12].[CH:1]([NH:2][CH:3]([CH3:4])[CH3:5])([CH3:6])[CH3:7].[I:26][CH3:27]>>[CH3:1][C:15]1([C:13]#[N:14])[CH2:16][N:17]([C:19](=[O:20])[O:21][C:22]([CH3:23])([CH3:24])[CH3:25])[CH2:18]1. The reactants are NC1=C(C(N(C(N1CCC)=O)CCC)=O)N=O (6-amino-5-nitroso-1,3-dipropyluracil), C(=O)N1CCOCC1 (N-formylmorpholine), P(=O)(Cl)(Cl)Cl (phosphorus oxychloride). Run in C(Cl)(Cl)(Cl)Cl (carbon tetrachloride). Reaction conditions: time 12 hour. The product is N1(CCOCC1)C1=NC=2N(C(N(C(C2N1)=O)CCC)=O)CCC (8-(4-Morpholinyl)-1,3-dipropyl-7H-purin-2,6-dione). Reaction SMILES: [NH2:1][C:2]1[N:7]([CH2:8][CH2:9][CH3:10])[C:6](=[O:11])[N:5]([CH2:12][CH2:13][CH3:14])[C:4](=[O:15])[C:3]=1[N:16]=O.[CH:18]([N:20]1[CH2:25][CH2:24][O:23][CH2:22][CH2:21]1)=O.P(Cl)(Cl)(Cl)=O>C(Cl)(Cl)(Cl)Cl>[N:20]1([C:18]2[NH:16][C:3]3[C:4](=[O:15])[N:5]([CH2:12][CH2:13][CH3:14])[C:6](=[O:11])[N:7]([CH2:8][CH2:9][CH3:10])[C:2]=3[N:1]=2)[CH2:25][CH2:24][O:23][CH2:22][CH2:21]1. Procedure details: 7.9 g (0.033 mol) of 6-amino-5-nitroso-1,3-dipropyluracil and 5.0 g (0.049 mol) of N-formylmorpholine are dissolved in 40 ml of carbon tetrachloride. At ambient temperature, 7.5 g (0.049 mol) of phosphorus oxychloride are added, the mixture is heated to reflux temperature for one hour and left to stand at ambient temperature for about 12 hours. The oil which separates off on the surface is removed, dissolved in 50 ml of dichloromethane and poured onto ice together with the remaining solution, wh... Isolated yield 87.3%. Yields the product NC=1N(N=C2C1C(N(C=1C=CC=CC21)CCC)=O)C(C)(C)C (3-Amino-2-t-butyl-5-propyl-2H-pyrazolo[4,3-c]quinolin-4(5H)-one). Starting materials: ClC1=C(C(N(C2=CC=CC=C12)CCC)=O)C#N (4-Chloro-1,2-dihydro-1-propyl-2-oxo-3-quinolinecarbonitrile), Cl.C(C)(C)(C)NN (t-butylhydrazine hydrochloride). Reported procedure: In a mixture of 60 ml of ethanol and 5 ml of triethylamine, 2.00 g (8.1 mmol) of Compound b and 2.00 g (16 mmol) of t-butylhydrazine hydrochloride were refluxed for 4 hours. The reaction mixture was dried under reduced pressure, and the residue was partitioned between chloroform and water. The chloroform layer was dried under reduced pressure, and the residue was passed through a silica gel column and eluted with a 3:1 (by volume) mixed solvent of hexane and ethyl acetate. The main fraction coll... The solvent is C(C)O (ethanol), C(C)N(CC)CC (triethylamine). RXN SMILES: Cl[C:2]1[C:11]2[C:6](=[CH:7][CH:8]=[CH:9][CH:10]=2)[N:5]([CH2:12][CH2:13][CH3:14])[C:4](=[O:15])[C:3]=1[C:16]#[N:17].Cl.[C:19]([NH:23][NH2:24])([CH3:22])([CH3:21])[CH3:20]>C(O)C.C(N(CC)CC)C>[NH2:17][C:16]1[N:23]([C:19]([CH3:22])([CH3:21])[CH3:20])[N:24]=[C:2]2[C:11]3[CH:10]=[CH:9][CH:8]=[CH:7][C:6]=3[N:5]([CH2:12][CH2:13][CH3:14])[C:4](=[O:15])[C:3]=12 |f:1.2|.